From a dataset of the Open Reaction Database (ORD), a public repository of structured organic reaction records. describe an organic reaction: reactants, conditions, products, and yield Reactants: NC1C(CCC1)NC(C1=C(C=C(C=C1SC)C(F)(F)F)OC)=O (N-((1RS,2SR)-2-amino-cyclopentyl)-2-methoxy-6-methylsulfanyl-4-trifluoromethyl-benzamide), NC1C(CCC1)NC(C1=C(C=C(C=C1SC)C(F)(F)F)OC)=O (N-((1RS,2SR)-2-amino-cyclopentyl)-2-methoxy-6-methylsulfanyl-4-trifluoromethyl-benzamide), BrCCOCCBr (bis(2-bromoethyl)ether). Product: COC1=C(C(=O)NC2C(CCC2)N2CCOCC2)C(=CC(=C1)C(F)(F)F)SC (2-Methoxy-6-methylsulfanyl-N-((1RS,2SR)-2-morpholin-4-yl-cyclopentyl)-4-trifluoromethyl-benzamide). RXN SMILES: [NH2:1][CH:2]1[CH2:6][CH2:5][CH2:4][CH:3]1[NH:7][C:8](=[O:23])[C:9]1[C:14]([S:15][CH3:16])=[CH:13][C:12]([C:17]([F:20])([F:19])[F:18])=[CH:11][C:10]=1[O:21][CH3:22].Br[CH2:25][CH2:26][O:27][CH2:28][CH2:29]Br>>[CH3:22][O:21][C:10]1[CH:11]=[C:12]([C:17]([F:19])([F:20])[F:18])[CH:13]=[C:14]([S:15][CH3:16])[C:9]=1[C:8]([NH:7][CH:3]1[CH2:4][CH2:5][CH2:6][CH:2]1[N:1]1[CH2:29][CH2:28][O:27][CH2:26][CH2:25]1)=[O:23]. Procedure: The title compound, white solid, MS: m/e=419.1 [(M+H)+], was prepared in accordance with the general method of example 10 from N-((1RS,2SR)-2-amino-cyclopentyl)-2-methoxy-6-methylsulfanyl-4-trifluoromethyl-benzamide (intermediate O) and bis(2-bromoethyl)ether. Reactants: CS(C)=O, CCOC(=O)c1cn(C)c2cnc3c(F)c(Cl)c(F)cc3c2c1=O, Cc1ccc(N2CCNCC2)cc1F. Product: CCOC(=O)c1cn(C)c2cnc3c(F)c(Cl)c(N4CCN(c5ccc(C)c(F)c5)CC4)cc3c2c1=O. As a reaction SMILES: [CH3:39][S:40](=[O:41])[CH3:42].[Cl:1][c:2]1[c:3]([F:24])[c:4]2[c:5]([c:6]3[c:7](=[O:20])[c:8]([C:15](=[O:16])[O:17][CH2:18][CH3:19])[cH:9][n:10]([CH3:14])[c:11]3[cH:12][n:13]2)[cH:21][c:22]1[F:23].[F:25][c:26]1[cH:27][c:28]([N:33]2[CH2:34][CH2:35][NH:36][CH2:37][CH2:38]2)[cH:29][cH:30][c:31]1[CH3:32]>>[Cl:1][c:2]1[c:3]([F:24])[c:4]2[c:5]([c:6]3[c:7](=[O:20])[c:8]([C:15](=[O:16])[O:17][CH2:18][CH3:19])[cH:9][n:10]([CH3:14])[c:11]3[cH:12][n:13]2)[cH:21][c:22]1[N:36]1[CH2:35][CH2:34][N:33]([c:28]2[cH:27][c:26]([F:25])[c:31]([CH3:32])[cH:30][cH:29]2)[CH2:38][CH2:37]1. Yields the product BrC=1C=CC=C2C3=C(NC12)CN1CCC3CC1 (9-bromo-3,4,5,10-tetrahydro-1H-2,5-ethanoazepino[3,4-b]indole). Starting materials: BrC1=CC=CC=2C3=C(NC12)C1CCN(C3)CC1 (7-bromo-3,4,5,6-tetrahydro-1H-2,5-ethanoazepino[4,3-b]indole), C8, C(C)#N (acetonitrile), FC(C(=O)O)(F)F (trifluoroacetic acid). Procedure details: Crude reaction mixture was obtained as described in Example 1B. Analytical HPLC analysis [Phenomenex® Luna® Combi-HTS C8 (2) 5 μm 100 Å (2.1×30 mm), a gradient of 10-100% acetonitrile (A) and 0.1% trifluoroacetic acid in water (B) at a flow rate of 2.0 mL/minute over 3 minutes (0-0.1 minute 10% A, 0.1-2.6 minutes 10-100% A)] identified the product of Example 1B as the major product (retention time 1.77 minutes) and the title compound as the minor product (retention time 1.95 minutes). The crude ... Run in O (water). As a reaction SMILES: [C:1](#[N:3])[CH3:2].F[C:5](F)(F)[C:6](O)=O.[Br:11][C:12]1[C:20]2[NH:19][C:18]3[CH:21]4CCN([CH2:25][C:17]=3[C:16]=2[CH:15]=[CH:14][CH:13]=1)CC4>O>[Br:11][C:12]1[CH:13]=[CH:14][CH:15]=[C:16]2[C:20]=1[NH:19][C:18]1[CH2:21][N:3]3[CH2:6][CH2:5][CH:25]([C:17]2=1)[CH2:2][CH2:1]3. The reactants are ClC=1C=C2C(C(=CN(C2=CC1Cl)CC)C(=O)O)=O (6,7-dichloro-1-ethyl-4-oxo-1,4-dihydro-quinoline-3-carboxylic acid), N1CCNCC1 (piperazine). Run in CS(=O)C (dimethylsulphoxide). Reaction conditions: temperature 110 celsius, time 2 hour. Product: ClC=1C=C2C(C(=CN(C2=CC1N1CCNCC1)CC)C(=O)O)=O (6-chloro-1-ethyl-4-oxo-7-piperazinyl-1,4-dihydro-quinoline-3-carboxylic acid). The yield is 35.8%. RXN SMILES: [Cl:1][C:2]1[CH:3]=[C:4]2[C:9](=[CH:10][C:11]=1Cl)[N:8]([CH2:13][CH3:14])[CH:7]=[C:6]([C:15]([OH:17])=[O:16])[C:5]2=[O:18].[NH:19]1[CH2:24][CH2:23][NH:22][CH2:21][CH2:20]1>CS(C)=O>[Cl:1][C:2]1[CH:3]=[C:4]2[C:9](=[CH:10][C:11]=1[N:19]1[CH2:24][CH2:23][NH:22][CH2:21][CH2:20]1)[N:8]([CH2:13][CH3:14])[CH:7]=[C:6]([C:15]([OH:17])=[O:16])[C:5]2=[O:18]. Procedure: 2.86 g of 6,7-dichloro-1-ethyl-4-oxo-1,4-dihydro-quinoline-3-carboxylic acid and 10 g of piperazine in 30 cm3 of dimethylsulphoxide were stirred and heated to 110° C. After two hours, the reaction was complete. After evaporation of the solvent under a good vacuum, the residue was taken up in 20 cm3 of water. The solid which precipitated was filtered off and recrystallised from 50 cm3 of a mixture of ethanol (1 volume) and methyl cellosolve (1 volume), which enabled an insoluble impurity, which w... The reactants are ClC1=C(C=O)C(=CC(=C1)O)Cl (2,6-dichloro-4-hydroxybenzaldehyde), BrCCO (2-bromoethanol), CN(C=O)C (dimethyl formamide), BrCCO (2-bromoethanol), ClC1=C(C=O)C(=CC(=C1)O)Cl (2,6-dichloro-4-hydroxybenzaldehyde), hexanes ethyl acetate. Conditions: temperature 80 celsius. Product: ClC1=C(C=O)C(=CC(=C1)OCCO)Cl (2,6-dichloro-4-(2-hydroxyethoxy)benzaldehyde). As a reaction SMILES: [Cl:1][C:2]1[CH:9]=[C:8]([OH:10])[CH:7]=[C:6]([Cl:11])[C:3]=1[CH:4]=[O:5].Br[CH2:13][CH2:14][OH:15].CN(C)C=O>>[Cl:1][C:2]1[CH:9]=[C:8]([O:10][CH2:13][CH2:14][OH:15])[CH:7]=[C:6]([Cl:11])[C:3]=1[CH:4]=[O:5]. Procedure: To a solution of 3.00 g (15.7 mmol) A1 and 1.4 ml (19.7 mmol) 2-bromoethanol in 50 ml dry dimethyl formamide 3.06 g (22.1 mmol) potassium carbonate were added the mixture was heated to 80° C. for 2 hours. Every 30 minutes, 0.2 ml 2-bromoethanol were added until no A1 was longer observed by TLC (hexanes/ethyl acetate 1:1). The solvent was removed in vacuo and the residue was partitionated between ethyl acetate and water. The organic layer was dried over sodium sulfate and evaporated to dryness. T... Starting materials: C(C)OC(CCNC1CCCC1)=O (3-cyclopentylamino-propanoic acid ethyl ester), ICCC (iodopropane), C[Si](C)(C)[N-][Si](C)(C)C.[Li+] (lithium bis(trimethylsilyl)amide). Run in O1CCCC1 (tetrahydrofuran), O1CCCC1 (tetrahydrofuran). Run at time 1 hour. Yields the product C(C)OC(C(CCC)CNC1CCCC1)=O ((rac)-2-cyclopentylaminomethyl-pentanoic acid ethyl ester). Isolated yield 48.9%. Reaction SMILES: [CH2:1]([O:3][C:4](=[O:13])[CH2:5][CH2:6][NH:7][CH:8]1[CH2:12][CH2:11][CH2:10][CH2:9]1)[CH3:2].C[Si]([N-][Si](C)(C)C)(C)C.[Li+].I[CH2:25][CH2:26][CH3:27]>O1CCCC1>[CH2:1]([O:3][C:4](=[O:13])[CH:5]([CH2:6][NH:7][CH:8]1[CH2:12][CH2:11][CH2:10][CH2:9]1)[CH2:25][CH2:26][CH3:27])[CH3:2] |f:1.2|. Reported procedure: To a mixture of 2.0 g (0.0108 mole) of 3-cyclopentylamino-propanoic acid ethyl ester and 10 mL of anhydrous tetrahydrofuran, at −78 degrees, was added 24.0 mL (0.0236 mole) of lithium bis(trimethylsilyl)amide. The mixture was stirred for 1 hour and then a solution of 2.0 g (0.0119 mole) of iodopropane in 2.0 mL of tetrahydrofuran was added slowly. The mixture was stirred at room temperature for 24 hours and then quenched by the addition of water. The mixture was concentrated under reduced pressu...